The task is: describe an organic reaction: reactants, conditions, products, and yield. This data is from the Open Reaction Database (ORD), a public repository of structured organic reaction records. Reactants: O=B[O-], CN(C)C1(c2ccccc2)CCC(=O)CC1, CC(C)O, [Na+], O=P([O-])([O-])[O-]. Yields the product CN(C)C1(c2ccccc2)CCC(O)CC1. Reaction SMILES: [B:17]([O-:18])=[O:19].[CH3:1][N:2]([C:3]1([c:10]2[cH:11][cH:12][cH:13][cH:14][cH:15]2)[CH2:4][CH2:5][C:6](=[O:9])[CH2:7][CH2:8]1)[CH3:16].[CH:26]([OH:27])([CH3:28])[CH3:29].[Na+:20].[O-:21][P:22](=[O:23])([O-:24])[O-:25]>>[CH3:1][N:2]([C:3]1([c:10]2[cH:11][cH:12][cH:13][cH:14][cH:15]2)[CH2:4][CH2:5][CH:6]([OH:9])[CH2:7][CH2:8]1)[CH3:16]. Reaction SMILES: Cl[C:2]1[CH:7]=[C:6]([O:8][CH3:9])[CH:5]=[C:4]([C:10]2[S:11][CH:12]=[C:13]([C:15]([F:18])([F:17])[F:16])[N:14]=2)[N:3]=1.[CH3:19][C:20]1[N:21]=[C:22]([Sn](CCCC)(CCCC)CCCC)[S:23][CH:24]=1.C([O-])([O-])=O.[K+].[K+]>CN(C=O)C>[CH3:9][O:8][C:6]1[CH:5]=[C:4]([C:10]2[S:11][CH:12]=[C:13]([C:15]([F:18])([F:17])[F:16])[N:14]=2)[N:3]=[C:2]([C:22]2[S:23][CH:24]=[C:20]([CH3:19])[N:21]=2)[CH:7]=1 |f:2.3.4|. Reactants: ClC1=NC(=CC(=C1)OC)C=1SC=C(N1)C(F)(F)F (2-chloro-4-methoxy-6-(4-trifluoromethyl-thiazol-2-yl)-pyridine), CC=1N=C(SC1)[Sn](CCCC)(CCCC)CCCC (4-methyl-2-(tributylstannyl)thiazole), dichlorobis(triphenylphosphine) palladium (II) chloride, C(=O)([O-])[O-].[K+].[K+] (K2CO3). Run in CN(C)C=O (DMF). Procedure: To a solution of compound 21 (4.17 mmol) in DMF (15 mL) were added 4-methyl-2-(tributylstannyl)thiazole (5 mmol), dichlorobis(triphenylphosphine) palladium (II) chloride (0.417 mmol), and K2CO3 (5 mmol). The reaction mixture was stirred at 110° C. under microwave irradiations for 1 hr. The solution was concentrated in vacuo and H2O and DCM were added. The layers were separated and the organic layer was concentrated. The crude was purified by silica gel chromatography (eluent: DCM) to give compou... The product is COC1=CC(=NC(=C1)C=1SC=C(N1)C(F)(F)F)C=1SC=C(N1)C (4-methoxy-2-(4-methyl-thiazol-2-yl)-6-(4-trifluoromethyl-thiazol-2-yl)-pyridine). Reaction conditions: temperature 110 celsius, time 1 hour.